Dataset: the Open Reaction Database (ORD), a public repository of structured organic reaction records. Task: describe an organic reaction: reactants, conditions, products, and yield Reactants: NC1=CC=C(C=2CCCCC12)C(=O)O (4-amino-5,6,7,8-tetrahydro-1-naphthalenecarboxylic acid), O.O.Cl[Sn]Cl (SnCl2.2H2O), N(=O)[O-].[Na+] (NaNO2). The solvent is Cl (HCl), Cl (HCl), O (water). Conditions: temperature -5 celsius. The product is Cl.N(N)C1=CC=C(C=2CCCCC12)C(=O)O (4-Hydrazino-5,6,7,8-tetrahydro-1-naphthalenecarboxylic acid hydrochloride). Yield: 73.3%. Reaction SMILES: [N:1]([O-])=O.[Na+].[NH2:5][C:6]1[C:15]2[CH2:14][CH2:13][CH2:12][CH2:11][C:10]=2[C:9]([C:16]([OH:18])=[O:17])=[CH:8][CH:7]=1.O.O.[Cl:21][Sn]Cl>O.Cl>[ClH:21].[NH:5]([C:6]1[C:15]2[CH2:14][CH2:13][CH2:12][CH2:11][C:10]=2[C:9]([C:16]([OH:18])=[O:17])=[CH:8][CH:7]=1)[NH2:1] |f:0.1,3.4.5,8.9|. Reported procedure: A solution of 0.26 g of NaNO2 in 1 ml of water is added to a solution, cooled to −5° C., of 0.73 g of 4-amino-5,6,7,8-tetrahydro-1-naphthalenecarboxylic acid in 10 ml of concentrated HCl. After one and a half hours of stirring at −5° C., a solution of 3.4 g of SnCl2.2H2O in 34 ml of concentrated HCl is added at −5° C. The mixture is stirred for 1 hour at RT and filtered, and the product is washed with concentrated HCl and dried under a stream of dry nitrogen to obtain 0.67 g of the expected hydr... The reactants are [C-]#N.[Na+] (NaCN), Cl.Cl.C(#N)C[C@@H]1C[C@H](N(C1)C)COC=1C=NC=CC1 (3-((trans-4-cyanomethyl-1-methyl-2-(S)-pyrrolidinyl)methoxy)pyridine dihydrochloride), CN(C)C=O (DMF). The solvent is O (H2O). Run at temperature 95 celsius, time 16 hour. Product: C(#N)C[C@@H]1C[C@H](N(C1)C)COC=1C=NC=CC1 (3-((trans-4-cyanomethyl-1-methyl-2-(S)-pyrrolidinyl)methoxy)pyridine). RXN SMILES: Cl.Cl.[C:3]([CH2:5][C@H:6]1[CH2:10][N:9]([CH3:11])[C@H:8]([CH2:12][O:13][C:14]2[CH:15]=[N:16][CH:17]=[CH:18][CH:19]=2)[CH2:7]1)#[N:4].CN(C=O)C.[C-]#N.[Na+]>O>[C:3]([CH2:5][C@H:6]1[CH2:10][N:9]([CH3:11])[C@H:8]([CH2:12][O:13][C:14]2[CH:15]=[N:16][CH:17]=[CH:18][CH:19]=2)[CH2:7]1)#[N:4] |f:0.1.2,4.5|. Procedure details: A 132 mg sample of the compound from step 50a above was dissolved 4 mL of a 6:1 solution of DMF:H2O, 240 mg of NaCN was added, and the reaction mixture was stirred at 95° C. for 16 hours. The solvent was removed, and the residue was purified by column chromatography on silica gel, eluting with 10:1 chloroform:methanol to afford 62 mg of the title compound. MS (DCI/NH3) m/e: 232 (M+H)+. 1H NMR (CDCl3, 300 MHz) δ: 8.34 (m, 1H), 8.28 (m, 1H); 7.30-7.20 (m, 2H), 4.28-4.06 (m, 2H), 3.05-2.72 (m, 5H),... The reactants are CC(=O)Nc1ccccc1OCC1(C)CO1, CCO, NC1CCN(Cc2ccc(Cl)cc2)CC1, O. Product: CC(=O)Nc1ccccc1OCC(C)(O)CNC1CCN(Cc2ccc(Cl)cc2)CC1. RXN SMILES: [CH3:16][C:17]1([CH2:20][O:21][c:22]2[c:23]([NH:28][C:29]([CH3:30])=[O:31])[cH:24][cH:25][cH:26][cH:27]2)[O:18][CH2:19]1.[CH3:32][CH2:33][OH:34].[Cl:1][c:2]1[cH:3][cH:4][c:5]([CH2:6][N:7]2[CH2:8][CH2:9][CH:10]([NH2:13])[CH2:11][CH2:12]2)[cH:14][cH:15]1.[OH2:35]>>[Cl:1][c:2]1[cH:3][cH:4][c:5]([CH2:6][N:7]2[CH2:8][CH2:9][CH:10]([NH:13][CH2:19][C:17]([CH3:16])([OH:18])[CH2:20][O:21][c:22]3[c:23]([NH:28][C:29]([CH3:30])=[O:31])[cH:24][cH:25][cH:26][cH:27]3)[CH2:11][CH2:12]2)[cH:14][cH:15]1.